This data is from the Open Reaction Database (ORD), a public repository of structured organic reaction records. The task is: describe an organic reaction: reactants, conditions, products, and yield The reactants are Fc1cc(Br)ccc1I, O=C1CCC1, [Li]CCCC, CCOCC. The product is OC1(c2ccc(Br)cc2F)CCC1. RXN SMILES: [Br:1][c:2]1[cH:3][c:4]([F:9])[c:5]([I:8])[cH:6][cH:7]1.[C:15]1(=[O:19])[CH2:16][CH2:17][CH2:18]1.[CH2:10]([Li:11])[CH2:12][CH2:13][CH3:14].[CH3:20][CH2:21][O:22][CH2:23][CH3:24]>>[Br:1][c:2]1[cH:3][c:4]([F:9])[c:5]([C:15]2([OH:19])[CH2:16][CH2:17][CH2:18]2)[cH:6][cH:7]1. Starting materials: BrC=1C(=C(C=O)C(=CC1)F)F (3-bromo-2,6-difluorobenzaldehyde), C[Mg]Br (methylmagnesium bromide), O (water). Run in O1CCCC1 (tetrahydrofuran). Conditions: time 30 minute. The product is BrC=1C(=C(C(=CC1)F)C(C)O)F (1-(3-bromo-2,6-difluorophenyl)ethanol). As a reaction SMILES: [Br:1][C:2]1[C:3]([F:11])=[C:4]([C:7]([F:10])=[CH:8][CH:9]=1)[CH:5]=[O:6].[CH3:12][Mg]Br.O>O1CCCC1>[Br:1][C:2]1[C:3]([F:11])=[C:4]([CH:5]([OH:6])[CH3:12])[C:7]([F:10])=[CH:8][CH:9]=1. Procedure details: To a solution of 3-bromo-2,6-difluorobenzaldehyde (5 g) in tetrahydrofuran (50 ml) was added dropwise methylmagnesium bromide (1 M tetrahydrofuran solution, 24.9 ml) at 0° C., and the mixture was stirred for 30 min. The reaction mixture was added to water, and the mixture was extracted with ethyl acetate. The organic layer was washed with saturated aqueous ammonium chloride solution and saturated brine, dried over anhydrous magnesium sulfate, and concentrated under reduced pressure. The residue ... Reactants: Cl (hydrochloric acid), C(C1=CC=CC=C1)(C1=CC=CC=C1)(C1=CC=CC=C1)NC=1SC=C(N1)C(C(=O)OCC)=NOCC=1C=NC=CC1 (Ethyl 2-(2-tritylamino-thiazol-4-yl)-2-(3-pyridinyl-methoxyimino)-acetate), O1CCOCC1 (dioxane), [OH-].[Na+] (sodium hydroxide). Solvent: O (water), C(C)O (ethanol). Reaction conditions: time 1 hour. The product is C(C1=CC=CC=C1)(C1=CC=CC=C1)(C1=CC=CC=C1)NC=1SC=C(N1)C(C(=O)O)=NOCC=1C=NC=CC1 (2-(2-tritylamino-thiazol-4-yl)-2-(3-pyridinylmethoxyimino)-acetic acid). Isolated yield 73.8%. Reaction SMILES: [C:1]([NH:20][C:21]1[S:22][CH:23]=[C:24]([C:26](=[N:32][O:33][CH2:34][C:35]2[CH:36]=[N:37][CH:38]=[CH:39][CH:40]=2)[C:27]([O:29]CC)=[O:28])[N:25]=1)([C:14]1[CH:19]=[CH:18][CH:17]=[CH:16][CH:15]=1)([C:8]1[CH:13]=[CH:12][CH:11]=[CH:10][CH:9]=1)[C:2]1[CH:7]=[CH:6][CH:5]=[CH:4][CH:3]=1.O1CCOCC1.[OH-].[Na+].Cl>O.C(O)C>[C:1]([NH:20][C:21]1[S:22][CH:23]=[C:24]([C:26](=[N:32][O:33][CH2:34][C:35]2[CH:36]=[N:37][CH:38]=[CH:39][CH:40]=2)[C:27]([OH:29])=[O:28])[N:25]=1)([C:2]1[CH:3]=[CH:4][CH:5]=[CH:6][CH:7]=1)([C:8]1[CH:9]=[CH:10][CH:11]=[CH:12][CH:13]=1)[C:14]1[CH:19]=[CH:18][CH:17]=[CH:16][CH:15]=1 |f:2.3|. Procedure details: A mixture of 7 g of the product of Step A, 35 ml of dioxane, 35 ml of ethanol and 21 ml of aqueous N sodium hydroxide was stirred at 35°-40° C. for one hour and after cooling, the pH was adjusted to 2 by addition of aqueous N hydrochloric acid. 250 ml of water were added and the mixture was vacuum filtered. The product was washed and dried to obtain 4.9 g of 2-(2-tritylamino-thiazol-4-yl)-2-(3-pyridinylmethoxyimino)-acetic acid. mp=192° C. The reactants are NC1=CC=CC=C1 (Aniline), FC1(C(C(C(C(C1(I)F)(F)F)(F)F)(F)F)(F)F)F (undecafluoroiodocyclohexane), S(=O)([O-])S(=O)[O-].[Na+].[Na+] (sodium dithionite), C(O)([O-])=O.[Na+] (sodium hydrogen carbonate). The reagents and catalysts are S(=O)(=O)(O)[O-].C(CCC)[N+](CCCC)(CCCC)CCCC (tetrabutylammonium hydrogen sulfate). Run in C(C)(C)(C)OC (tert-butylmethyl ether), O (water). Reaction conditions: time 18 hour. Product: FC1(C(C(C(C(C1(C1=CC=C(N)C=C1)F)(F)F)(F)F)(F)F)(F)F)F (4-(undecafluorocyclohexyl)aniline). Yield: 67.4%. As a reaction SMILES: [NH2:1][C:2]1[CH:7]=[CH:6][CH:5]=[CH:4][CH:3]=1.[F:8][C:9]1([F:25])[C:14]([F:16])(I)[C:13]([F:18])([F:17])[C:12]([F:20])([F:19])[C:11]([F:22])([F:21])[C:10]1([F:24])[F:23].S(S([O-])=O)([O-])=O.[Na+].[Na+].C(=O)([O-])O.[Na+]>C(OC)(C)(C)C.O.S([O-])(O)(=O)=O.C([N+](CCCC)(CCCC)CCCC)CCC>[F:8][C:9]1([F:25])[C:14]([F:16])([C:5]2[CH:6]=[CH:7][C:2]([NH2:1])=[CH:3][CH:4]=2)[C:13]([F:18])([F:17])[C:12]([F:19])([F:20])[C:11]([F:21])([F:22])[C:10]1([F:23])[F:24] |f:2.3.4,5.6,9.10|. Procedure details: Aniline (1.0 g) was dissolved in tert-butylmethyl ether (15 ml) and water (15 ml), and added with undecafluoroiodocyclohexane (5.5 g), sodium dithionite (2.3 g), sodium hydrogen carbonate (1.1 g) and tetrabutylammonium hydrogen sulfate (0.46 g) in order. The resulting mixture was stirred vigorously at room temperature for 18 hours. After separating the reaction solution, the aqueous phase was extracted twice with ethyl acetate. The organic phases were combined and washed with 2N hydrochloric aci... As a reaction SMILES: Br[C:2]1[C:11]2[C:6](=[CH:7][CH:8]=[CH:9][CH:10]=2)[CH:5]=[N:4][C:3]=1[N:12]([CH2:27][C:28]1[CH:33]=[CH:32][C:31]([O:34][C:35]([F:38])([F:37])[F:36])=[CH:30][CH:29]=1)[S:13]([C:16]1[CH:26]=[CH:25][C:19]([C:20]([O:22][CH2:23][CH3:24])=[O:21])=[CH:18][CH:17]=1)(=[O:15])=[O:14].C([Sn](CCCC)(CCCC)[C:44]([O:46]CC)=[CH2:45])CCC.[F-].[K+]>O1CCOCC1.C(OCC)(=O)C.Cl[Pd](Cl)([P](C1C=CC=CC=1)(C1C=CC=CC=1)C1C=CC=CC=1)[P](C1C=CC=CC=1)(C1C=CC=CC=1)C1C=CC=CC=1>[C:44]([C:2]1[C:11]2[C:6](=[CH:7][CH:8]=[CH:9][CH:10]=2)[CH:5]=[N:4][C:3]=1[N:12]([CH2:27][C:28]1[CH:33]=[CH:32][C:31]([O:34][C:35]([F:38])([F:37])[F:36])=[CH:30][CH:29]=1)[S:13]([C:16]1[CH:26]=[CH:25][C:19]([C:20]([O:22][CH2:23][CH3:24])=[O:21])=[CH:18][CH:17]=1)(=[O:15])=[O:14])(=[O:46])[CH3:45] |f:2.3,^1:73,92|. Solvent: C(C)(=O)OCC (ethyl acetate), O1CCOCC1 (1,4-dioxane). Starting materials: BrC1=C(N=CC2=CC=CC=C12)N(S(=O)(=O)C1=CC=C(C(=O)OCC)C=C1)CC1=CC=C(C=C1)OC(F)(F)F (ethyl 4-({(4-bromoisoquinolin-3-yl)[4-(trifluoromethoxy)benzyl]amino}-sulfonyl)benzoate), C(CCC)[Sn](C(=C)OCC)(CCCC)CCCC (tributyl(1-ethoxyvinyl)tin), [F-].[K+] (potassium fluoride). Reaction conditions: time 6 hour. Procedure details: A mixture of ethyl 4-({(4-bromoisoquinolin-3-yl)[4-(trifluoromethoxy)benzyl]amino}-sulfonyl)benzoate (122.0 mg, 0.20 mmol) prepared in Example 153, tributyl(1-ethoxyvinyl)tin (94.0 mg, 0.26 mmol) and dichlorobis(triphenylphosphine)palladium (II) (14.0 mg, 0.02 mmol) in 1,4-dioxane (1 mL) was heated to reflux under argon atmosphere for 16 hours. After cooling, the reaction solution was diluted with ethyl acetate, and poured into aqueous potassium fluoride solution. The mixture was stirred for 6 h... The reagents and catalysts are Cl[Pd]([P](C1=CC=CC=C1)(C2=CC=CC=C2)C3=CC=CC=C3)([P](C4=CC=CC=C4)(C5=CC=CC=C5)C6=CC=CC=C6)Cl (dichlorobis(triphenylphosphine)palladium). The yield is 46.6%. Yields the product C(C)(=O)C1=C(N=CC2=CC=CC=C12)N(S(=O)(=O)C1=CC=C(C(=O)OCC)C=C1)CC1=CC=C(C=C1)OC(F)(F)F (ethyl 4-({(4-acetylisoquinolin-3-yl) [4-(trifluoromethoxy)benzyl]amino}sulfonyl)benzoate). The reactants are C1CCOC1, CCO, Nc1nc(-c2cccnc2)c(-c2c(F)cncc2F)cc1[N+](=O)[O-]. Yields the product Nc1cc(-c2c(F)cncc2F)c(-c2cccnc2)nc1N. Reaction SMILES: [CH2:25]1[O:26][CH2:27][CH2:28][CH2:29]1.[CH3:30][CH2:31][OH:32].[F:1][c:2]1[cH:3][n:4][cH:5][c:6]([F:24])[c:7]1-[c:8]1[c:9](-[c:18]2[cH:19][n:20][cH:21][cH:22][cH:23]2)[n:10][c:11]([NH2:17])[c:12]([N+:14]([O-:15])=[O:16])[cH:13]1>>[F:1][c:2]1[cH:3][n:4][cH:5][c:6]([F:24])[c:7]1-[c:8]1[c:9](-[c:18]2[cH:19][n:20][cH:21][cH:22][cH:23]2)[n:10][c:11]([NH2:17])[c:12]([NH2:14])[cH:13]1. Reactants: ClC(Cl)Cl, O=C(O)NC1CCCCC1, [Cl-], O=S(=O)([O-])CC(F)F, [Na+], O, c1ccc([S+](c2ccccc2)c2ccccc2)cc1. Product: O=C(O)NC1CCCCC1, O=S(=O)([O-])CC(F)F, c1ccc([S+](c2ccccc2)c2ccccc2)cc1. As a reaction SMILES: [CH:41]([Cl:42])([Cl:43])[Cl:44].[CH:9]1([NH:15][C:16]([OH:17])=[O:18])[CH2:10][CH2:11][CH2:12][CH2:13][CH2:14]1.[Cl-:20].[F:1][CH:2]([CH2:3][S:4](=[O:5])(=[O:6])[O-:7])[F:8].[Na+:19].[OH2:40].[c:21]1([S+:27]([c:28]2[cH:29][cH:30][cH:31][cH:32][cH:33]2)[c:34]2[cH:35][cH:36][cH:37][cH:38][cH:39]2)[cH:22][cH:23][cH:24][cH:25][cH:26]1>>[CH:9]1([NH:15][C:16](=[O:17])[OH:18])[CH2:10][CH2:11][CH2:12][CH2:13][CH2:14]1.[F:1][CH:2]([CH2:3][S:4](=[O:5])(=[O:6])[O-:7])[F:8].[c:21]1([S+:27]([c:28]2[cH:29][cH:30][cH:31][cH:32][cH:33]2)[c:34]2[cH:35][cH:36][cH:37][cH:38][cH:39]2)[cH:22][cH:23][cH:24][cH:25][cH:26]1. Reactants: ICC1(C(C=2C(=C3C=C(C(NC3=C(C2)C)=O)C(C)C)O1)C)C (2-Iodomethyl-8-isopropyl-2,3,5-trimethyl-6,7-dihydrofuro[2,3-f]quinoline-7-one), [N-]=[N+]=[N-].[Na+] (sodium azide). The solvent is CN(C=O)C (dimethylformamide). Reaction conditions: temperature 150 celsius, time 4 hour. Product: N(=[N+]=[N-])CC1(C(C=2C(=C3C=C(C(NC3=C(C2)C)=O)C(C)C)O1)C)C (2-Azidomethyl-8-isopropyl-2,3,5-trimethyl-6,7-dihydrofuro[2,3-f]quinoline-7-one). The yield is 74.9%. Reaction SMILES: I[CH2:2][C:3]1([CH3:22])[O:20][C:6]2=[C:7]3[C:12](=[C:13]([CH3:15])[CH:14]=[C:5]2[CH:4]1[CH3:21])[NH:11][C:10](=[O:16])[C:9]([CH:17]([CH3:19])[CH3:18])=[CH:8]3.[N-:23]=[N+:24]=[N-:25].[Na+]>CN(C)C=O>[N:23]([CH2:2][C:3]1([CH3:22])[O:20][C:6]2=[C:7]3[C:12](=[C:13]([CH3:15])[CH:14]=[C:5]2[CH:4]1[CH3:21])[NH:11][C:10](=[O:16])[C:9]([CH:17]([CH3:19])[CH3:18])=[CH:8]3)=[N+:24]=[N-:25] |f:1.2|. Procedure: 2-Iodomethyl-8-isopropyl-2,3,5-trimethyl-6,7-dihydrofuro[2,3-f]quinoline-7-one (2.10 g, 5.11 mmol) was dissolved in dimethylformamide (75 ml). To the solution, sodium azide (4.50 g, 69.2 mmol) was added, and the mixture was stirred at 150° C. for 4 hours. The reaction mixture was condensed under reduced pressure, and the residue was extracted from chloroform-water. The organic phase was washed with saturated aqueous sodium chloride solution, dried, and condensed under reduced pressure. The resid...